describe an organic reaction: reactants, conditions, products, and yield From a dataset of the Open Reaction Database (ORD), a public repository of structured organic reaction records. The reactants are CCOc1cc(C=O)ccc1O, CS(=O)(=O)Cl, ClCCl, O. The product is CCOc1cc(C=O)ccc1OS(C)(=O)=O. As a reaction SMILES: [CH2:1]([CH3:2])[O:3][c:4]1[cH:5][c:6]([CH:7]=[O:8])[cH:9][cH:10][c:11]1[OH:12].[CH3:13][S:14]([Cl:15])(=[O:16])=[O:17].[Cl:19][CH2:20][Cl:21].[OH2:18]>>[CH2:1]([CH3:2])[O:3][c:4]1[cH:5][c:6]([CH:7]=[O:8])[cH:9][cH:10][c:11]1[O:12][S:14]([CH3:13])(=[O:16])=[O:17]. Reaction SMILES: [CH3:29][C:30](=[O:31])[OH:32].[Cl:3][c:4]1[cH:5][c:6]([NH:11][C:12](=[O:13])[NH:14][c:15]2[s:16][c:17]([S:20](=[O:21])(=[O:22])[CH2:23][CH2:24][CH2:25][CH2:26][CH2:27][CH3:28])[n:18][n:19]2)[cH:7][cH:8][c:9]1[Cl:10].[OH:1][OH:2]>>[Cl:3][c:4]1[cH:5][c:6]([NH:11][C:12](=[O:13])[NH:14][c:15]2[s:16][c:17]([S:20][CH2:23][CH2:24][CH2:25][CH2:26][CH2:27][CH3:28])[n:18][n:19]2)[cH:7][cH:8][c:9]1[Cl:10]. Reactants: CC(=O)O, CCCCCCS(=O)(=O)c1nnc(NC(=O)Nc2ccc(Cl)c(Cl)c2)s1, OO. Product: CCCCCCSc1nnc(NC(=O)Nc2ccc(Cl)c(Cl)c2)s1. Starting materials: FC=1C=C(C=C(C1F)F)C1C(=C(N=C(N1C(=O)OC1=CC=C(C=C1)[N+](=O)[O-])OC)C)C(C)=O (6-(3,4,5-trifluorophenyl)-1,6-dihydro-2-methoxy-5-acetyl-4-methyl-1-[(4-nitrophenyloxy)carbonyl]pyrimidine), Cl (HCl). Run in C1CCOC1 (THF). Conditions: time 2 hour. The product is FC=1C=C(C=C(C1F)F)C1C(=C(NC(N1C(=O)OC1=CC=C(C=C1)[N+](=O)[O-])=O)C)C(C)=O (6-(3,4,5-Trifluorophenyl)-1,2,3,6-tetrahydro-2-oxo-5-acetyl-4-methyl-1-[(4-nitrophenyloxy)carbonyl]pyrimidine). As a reaction SMILES: [F:1][C:2]1[CH:3]=[C:4]([CH:10]2[N:15]([C:16]([O:18][C:19]3[CH:24]=[CH:23][C:22]([N+:25]([O-:27])=[O:26])=[CH:21][CH:20]=3)=[O:17])[C:14]([O:28]C)=[N:13][C:12]([CH3:30])=[C:11]2[C:31](=[O:33])[CH3:32])[CH:5]=[C:6]([F:9])[C:7]=1[F:8].Cl>C1COCC1>[F:1][C:2]1[CH:3]=[C:4]([CH:10]2[N:15]([C:16]([O:18][C:19]3[CH:20]=[CH:21][C:22]([N+:25]([O-:27])=[O:26])=[CH:23][CH:24]=3)=[O:17])[C:14](=[O:28])[NH:13][C:12]([CH3:30])=[C:11]2[C:31](=[O:33])[CH3:32])[CH:5]=[C:6]([F:9])[C:7]=1[F:8]. Procedure: To a well-stirred solution of 6-(3,4,5-trifluorophenyl)-1,6-dihydro-2-methoxy-5-acetyl-4-methyl-1-[(4-nitrophenyloxy)carbonyl]pyrimidine (4.0 g, 8.63 mmol) in THF (100 mL) at 0-5° C., 6 N aqueous HCl (4 mL) was added and the mixture was allowed to warm to room temperature. After 2 h, solvent was evaporated and the product dried under vacuum. The title compound was obtained as a pure single component and used un the next step without further purification (3.88 g, 100%). Starting materials: C1(=CC=C(C=C1)S(=O)(=O)O)C (para-toluenesulfonic acid), OC1=CC=2CC[C@H]3[C@@H]4CCC([C@@]4(C)CC=C3C2C=C1)=O (3-hydroxy-estra-1,3,5(10),9(11)-tetraen-17-one), N1=CC=CC=C1 (pyridine). Solvent: O1CCCC1 (tetrahydrofuran), O1CCCC=C1 (dihydropyran), C(C)(=O)OCC (ethyl acetate). Yields the product O1C(CCCC1)OC1=CC=2CC[C@H]3[C@@H]4CCC([C@@]4(C)CC=C3C2C=C1)=O (3-tetrahydropyranyloxy-estra-1,3,5(10),9(11)-tetraen-17-one). As a reaction SMILES: [OH:1][C:2]1[CH:19]=[CH:18][C:17]2[C:16]3[C@H:7]([C@H:8]4[C@@:12]([CH2:14][CH:15]=3)([CH3:13])[C:11](=[O:20])[CH2:10][CH2:9]4)[CH2:6][CH2:5][C:4]=2[CH:3]=1.C1(C)C=CC(S(O)(=O)=[O:28])=CC=1.N1[CH:37]=[CH:36][CH:35]=[CH:34][CH:33]=1>O1CCCC1.O1C=CCCC1.C(OCC)(=O)C>[O:28]1[CH2:37][CH2:36][CH2:35][CH2:34][CH:33]1[O:1][C:2]1[CH:19]=[CH:18][C:17]2[C:16]3[C@H:7]([C@H:8]4[C@@:12]([CH2:14][CH:15]=3)([CH3:13])[C:11](=[O:20])[CH2:10][CH2:9]4)[CH2:6][CH2:5][C:4]=2[CH:3]=1. Reported procedure: A suspension of 2.0 g of 3-hydroxy-estra-1,3,5(10),9(11)-tetraen-17-one in 20 ml of tetrahydrofuran and 3.0 ml of dihydropyran is stirred with 15 mg of para-toluenesulfonic acid for 29 hours at room temperature. Then, 0.3 ml of pyridine is added, diluted with ethyl acetate, washed with sodium bicarbonate solution as well as with saturated sodium chloride solution, dried on sodium sulfate, concentrated by evaporation in a vacuum and chromatographed on silica gel with hexane/acetone/triethylamine.... The reactants are C(C)OC(C(F)(F)C1=CC=C(C=C1)C#N)=O (2-(4-cyanophenyl)-2,2-difluoroacetic acid ethyl ester), Cl (HCl), C(C)OC(C(F)(F)C1=CC=C(C=C1)C#N)=O (2-(4-cyanophenyl)-2,2-difluoroacetic acid ethyl ester), C(=O)([O-])[O-].[K+].[K+] (K2CO3). The solvent is CN(C)C=O (DMF). Reaction conditions: temperature 25 celsius, time 18 hour. The product is C(#N)C1=CC=C(C=C1)C(C(=O)O)(F)F (2-(4-cyanophenyl)-2,2-difluoroacetic acid). Reaction SMILES: C([O:3][C:4](=[O:16])[C:5]([C:8]1[CH:13]=[CH:12][C:11]([C:14]#[N:15])=[CH:10][CH:9]=1)([F:7])[F:6])C.C([O-])([O-])=O.[K+].[K+].Cl>CN(C=O)C>[C:14]([C:11]1[CH:10]=[CH:9][C:8]([C:5]([F:6])([F:7])[C:4]([OH:16])=[O:3])=[CH:13][CH:12]=1)#[N:15] |f:1.2.3|. Procedure: According to the above-described scheme, 2-(4-cyanophenyl)-2,2-difluoroacetic acid ethyl ester (Compound 2a; 202.7 mg, 0.9 mmol), 1N K2CO3 solution (2.7 mL) and DMF (2.7 mL) were put into an eggplant flask, and the mixture was stirred at 25° C. for 18 hours. After the reaction, the reaction mixture was neutralized with 5% HCl solution, extracted with ethyl acetate and washed with water, and an organic layer was dried with anhydrous sodium sulfate. Ethyl acetate was distilled away under reduced p... Reactants: Cc1ccccc1, CCOC(=O)CCCc1c(C)c(C)c(C)c(C)c1C=O, CC(=O)C=P(c1ccccc1)(c1ccccc1)c1ccccc1. The product is CCOC(=O)CCCc1c(C)c(C)c(C)c(C)c1C=CC(C)=O. Reaction SMILES: [CH3:44][c:45]1[cH:46][cH:47][cH:48][cH:49][cH:50]1.[CH:1](=[O:2])[c:3]1[c:4]([CH2:13][CH2:14][CH2:15][C:16](=[O:17])[O:18][CH2:19][CH3:20])[c:5]([CH3:12])[c:6]([CH3:11])[c:7]([CH3:10])[c:8]1[CH3:9].[c:21]1([P:22]([c:23]2[cH:24][cH:25][cH:26][cH:27][cH:32]2)(=[CH:28][C:29]([CH3:30])=[O:31])[c:33]2[cH:34][cH:35][cH:36][cH:37][cH:38]2)[cH:39][cH:40][cH:41][cH:42][cH:43]1>>[CH:1]([c:3]1[c:4]([CH2:13][CH2:14][CH2:15][C:16](=[O:17])[O:18][CH2:19][CH3:20])[c:5]([CH3:12])[c:6]([CH3:11])[c:7]([CH3:10])[c:8]1[CH3:9])=[CH:28][C:29]([CH3:30])=[O:31]. Product: CC1=C(C=CC=C1)C1=C(C=CC=C1)CN1CCN(CC1)C1=C(C=CC=C1)OC (1-(2′-methylbiphenyl-2-ylmethyl)-4-(2-methoxyphenyl)piperazine). Reaction SMILES: [CH3:1][O:2][C:3]1[CH:8]=[CH:7][CH:6]=[CH:5][C:4]=1[N:9]1[CH2:14][CH2:13][NH:12][CH2:11][CH2:10]1.[CH3:15][C:16]1[CH:21]=[CH:20][CH:19]=[CH:18][C:17]=1[C:22]1[C:23]([CH:28]=O)=[CH:24][CH:25]=[CH:26][CH:27]=1.[BH-](OC(C)=O)(OC(C)=O)OC(C)=O.[Na+].C1(C2C=CC=CC=2)C=CC=CC=1CN1CCN(C2C=CC=CC=2)CC1>>[CH3:28][C:23]1[CH:24]=[CH:25][CH:26]=[CH:27][C:22]=1[C:17]1[CH:18]=[CH:19][CH:20]=[CH:21][C:16]=1[CH2:15][N:12]1[CH2:13][CH2:14][N:9]([C:4]2[CH:5]=[CH:6][CH:7]=[CH:8][C:3]=2[O:2][CH3:1])[CH2:10][CH2:11]1 |f:2.3|. Reactants: COC1=C(C=CC=C1)N1CCNCC1 (1-(2-methoxyphenyl)piperazine), C1(=C(C=CC=C1)CN1CCN(CC1)C1=CC=CC=C1)C1=CC=CC=C1 (1-(biphenyl-2-ylmethyl)-4-phenylpiperazine), CC1=C(C=CC=C1)C=1C(=CC=CC1)C=O (2′-methylbiphenyl-2-carbaldehyde), [BH-](OC(=O)C)(OC(=O)C)OC(=O)C.[Na+] (NaBH(OAc)3). Procedure: 186 mg of the target compound (0.50 mmol, 97.9%) was obtained using 1-(2-methoxyphenyl)piperazine (196 mg, 1.02 mmol), 2′-methylbiphenyl-2-carbaldehyde (100 mg, 0.51 mmol) and NaBH(OAc)3 (329 mg, 1.53 mmol) according to the synthesis method of Compound 1.